This data is from the Open Reaction Database (ORD), a public repository of structured organic reaction records. The task is: describe an organic reaction: reactants, conditions, products, and yield Starting materials: FC(S(=O)(=O)OC)(F)F (methyl trifluoromethanesulfonate), CF3 carbon, C(CCC)C1=CC=C(C=C1)N(C1=CC=C(C=C1)\C=C\C1=CC=C(C=C1)N(C1=CC(=CC=C1)SCC1=CC=CC=C1)C1=CC=C(C=C1)CCCC)C1=CC(=CC=C1)SCC1=CC=CC=C1 (Trans-4,4′-di[(4-n-butylphenyl)(3-benzylthiophenyl)amino]stilbene), resultant mixture. The solvent is C(Cl)Cl (methylene chloride), C(=O)=O.CC(=O)C (dry ice acetone). Run at temperature -78 celsius. Product: [O-]S(=O)(=O)C(F)(F)F.C(CCC)C1=CC=C(C=C1)N(C=1C=C(C=CC1)[SH+]CCC1=CC=CC=C1)C1=CC=C(C=C1)\C=C\C1=CC=C(C=C1)N(C1=CC(=CC=C1)[SH+]CCC1=CC=CC=C1)C1=CC=C(C=C1)CCCC.[O-]S(=O)(=O)C(F)(F)F (trans-[3-((4-butylphenyl){4-[2-(4-{(4-butylphenyl)[3-((benzyl) methylsulfonio)phenyl]amino}phenyl)vinyl]phenyl}amino)phenyl]((benzyl)methyl)sulfonium triflate). Reaction SMILES: [CH2:1]([C:5]1[CH:10]=[CH:9][C:8]([N:11]([C:51]2[CH:56]=[CH:55][CH:54]=[C:53]([S:57][CH2:58][C:59]3C=CC=CC=3)[CH:52]=2)[C:12]2[CH:17]=[CH:16][C:15](/[CH:18]=[CH:19]/[C:20]3[CH:25]=[CH:24][C:23]([N:26]([C:41]4C=CC(CCCC)=C[CH:42]=4)[C:27]4[CH:32]=[CH:31][CH:30]=[C:29]([S:33]CC5C=CC=CC=5)[CH:28]=4)=[CH:22][CH:21]=3)=[CH:14][CH:13]=2)=[CH:7][CH:6]=1)[CH2:2][CH2:3][CH3:4].[F:65][C:66]([F:73])([F:72])[S:67]([O:70]C)(=[O:69])=[O:68]>C(Cl)Cl.C(=O)=O.CC(C)=O>[O-:70][S:67]([C:66]([F:73])([F:72])[F:65])(=[O:69])=[O:68].[CH2:21]([C:20]1[CH:19]=[CH:18][C:41]([N:26]([C:23]2[CH:24]=[CH:25][C:20](/[CH:19]=[CH:18]/[C:15]3[CH:16]=[CH:17][C:12]([N:11]([C:8]4[CH:7]=[CH:6][C:5]([CH2:1][CH2:2][CH2:3][CH3:4])=[CH:10][CH:9]=4)[C:51]4[CH:56]=[CH:55][CH:54]=[C:53]([SH+:57][CH2:58][CH2:59][C:14]5[CH:15]=[CH:16][CH:17]=[CH:12][CH:13]=5)[CH:52]=4)=[CH:13][CH:14]=3)=[CH:21][CH:22]=2)[C:27]2[CH:28]=[C:29]([SH+:33][CH2:2][CH2:1][C:5]3[CH:10]=[CH:9][CH:8]=[CH:7][CH:6]=3)[CH:30]=[CH:31][CH:32]=2)=[CH:42][CH:25]=1)[CH2:22][CH2:23][CH3:24].[O-:70][S:67]([C:66]([F:73])([F:72])[F:65])(=[O:69])=[O:68] |f:3.4,5.6.7|. Procedure details: Trans-4,4′-di[(4-n-butylphenyl)(3-benzylthiophenyl)amino]stilbene (16) (0.96 g, 1.103 mmol) was dissolved in 20 ml of dry methylene chloride and cooled at −78° C. in dry ice-acetone bath. To this solution was added, via syringe, methyl trifluoromethanesulfonate (276 μl, 2.437 mmol) and the mixture stirred for 30 min while the temperature was maintained at −78° C. The resultant mixture was then stirred two days at room temperature. After removal of some solvent under reduced pressure, the mixture... The reactants are CC1(OB(OC1(C)C)C1=CC(CCC1)=O)C (3-(4,4,5,5-tetramethyl-1,3,2-dioxaborolan-2-yl)cyclohex-2-en-1-one), ClC1=C(C=NC=C1)[N+](=O)[O-] (4-chloro-3-nitropyridine), C(=O)([O-])[O-].[Na+].[Na+] (Na2CO3). Reagents/catalysts: C=1C=CC(=CC1)[P](C=2C=CC=CC2)(C=3C=CC=CC3)[Pd]([P](C=4C=CC=CC4)(C=5C=CC=CC5)C=6C=CC=CC6)([P](C=7C=CC=CC7)(C=8C=CC=CC8)C=9C=CC=CC9)[P](C=1C=CC=CC1)(C=1C=CC=CC1)C=1C=CC=CC1 (tetrakis(triphenylphosphine)palladium(0)). The solvent is O1CCOCC1 (1,4-dioxane). Reaction conditions: temperature 120 celsius. Product: [N+](=O)([O-])C=1C=NC=CC1C1=CC(CCC1)=O (3-(3-Nitropyridin-4-yl)cyclohex-2-en-1-one). Isolated yield 60.2%. As a reaction SMILES: CC1(C)C(C)(C)OB([C:9]2[CH2:14][CH2:13][CH2:12][C:11](=[O:15])[CH:10]=2)O1.Cl[C:18]1[CH:23]=[CH:22][N:21]=[CH:20][C:19]=1[N+:24]([O-:26])=[O:25].C([O-])([O-])=O.[Na+].[Na+]>O1CCOCC1.C1C=CC([P]([Pd]([P](C2C=CC=CC=2)(C2C=CC=CC=2)C2C=CC=CC=2)([P](C2C=CC=CC=2)(C2C=CC=CC=2)C2C=CC=CC=2)[P](C2C=CC=CC=2)(C2C=CC=CC=2)C2C=CC=CC=2)(C2C=CC=CC=2)C2C=CC=CC=2)=CC=1>[N+:24]([C:19]1[CH:20]=[N:21][CH:22]=[CH:23][C:18]=1[C:9]1[CH2:14][CH2:13][CH2:12][C:11](=[O:15])[CH:10]=1)([O-:26])=[O:25] |f:2.3.4,^1:42,44,63,82|. Reported procedure: To a solution of 3-(4,4,5,5-tetramethyl-1,3,2-dioxaborolan-2-yl)cyclohex-2-en-1-one (6.0 g, 27 mmol) and 4-chloro-3-nitropyridine (2.4 g, 15 mmol) in 1,4-dioxane (60 mL), 2.0 N aq. Na2CO3 (12 mL, 24 mmol) and tetrakis(triphenylphosphine)palladium(0) (1.8 g, 1.5 mmol) were added. The reaction mixture was heated at 120° C. for 1 h. The reaction mixture was filtered through diatomaceous earth, which was washed with EtOAc. The filtrate was concentrated under reduced pressure and the residue was puri... Starting materials: C[Al](C)C, Cl, CCOC(=O)c1c(C(=O)N2CCC2)cnn1C, Nc1ccn2nc(N3CCOCC3)nc2c1, C1COCCO1. The product is Cn1ncc(C(=O)N2CCC2)c1C(=O)Nc1ccn2nc(N3CCOCC3)nc2c1. Reaction SMILES: [CH3:18][Al:19]([CH3:20])[CH3:21].[ClH:1].[N:22]1([C:26](=[O:27])[c:28]2[cH:29][n:30][n:31]([CH3:38])[c:32]2[C:33](=[O:34])[O:35][CH2:36][CH3:37])[CH2:23][CH2:24][CH2:25]1.[O:2]1[CH2:3][CH2:4][N:5]([c:8]2[n:9][n:10]3[c:11]([cH:12][c:13]([NH2:16])[cH:14][cH:15]3)[n:17]2)[CH2:6][CH2:7]1.[O:39]1[CH2:40][CH2:41][O:42][CH2:43][CH2:44]1>>[O:2]1[CH2:3][CH2:4][N:5]([c:8]2[n:9][n:10]3[c:11]([cH:12][c:13]([NH:16][C:33]([c:32]4[c:28]([C:26]([N:22]5[CH2:23][CH2:24][CH2:25]5)=[O:27])[cH:29][n:30][n:31]4[CH3:38])=[O:34])[cH:14][cH:15]3)[n:17]2)[CH2:6][CH2:7]1. Starting materials: CC1=[N+](C=C(C=C1)C)[O-] (2,5-dimethylpyridine-N-oxide), C(C)(=O)OC(C)=O (acetic anhydride). Run in C(C)(=O)O (acetic acid). Yields the product C(C)(=O)OCC1=NC=C(C=C1)C (2-acetoxymethyl-5-methylpyridine). As a reaction SMILES: [CH3:1][C:2]1[CH:7]=[CH:6][C:5]([CH3:8])=[CH:4][N+:3]=1[O-].[C:10]([O:13]C(=O)C)(=[O:12])[CH3:11]>C(O)(=O)C>[C:10]([O:13][CH2:1][C:2]1[CH:7]=[CH:6][C:5]([CH3:8])=[CH:4][N:3]=1)(=[O:12])[CH3:11]. Reported procedure: 11.5 g of 2,5-dimethylpyridine-N-oxide in 5 ml of acetic acid were added dropwise to 18 ml of acetic anhydride pre-heated to 120°. The reaction solution was boiled under reflux for a further 45 minutes, concentrated by evaporation on a rotary evaporator, and distilled at 8 mm Hg/115°. 14.0 g of 2-acetoxymethyl-5-methylpyridine were obtained. Reactants: C1(=CC=CC=C1)C(C(=O)Cl)C1=CC=CC=C1 (diphenylacetyl chloride), C(CC)N (propylamine). The product is C1(=CC=CC=C1)C(C(=O)NCCC)C1=CC=CC=C1 (2,2-Diphenyl-N-propyl-acetamide). Reaction SMILES: [C:1]1([CH:7]([C:11]2[CH:16]=[CH:15][CH:14]=[CH:13][CH:12]=2)[C:8](Cl)=[O:9])[CH:6]=[CH:5][CH:4]=[CH:3][CH:2]=1.[CH2:17]([NH2:20])[CH2:18][CH3:19]>>[C:1]1([CH:7]([C:11]2[CH:16]=[CH:15][CH:14]=[CH:13][CH:12]=2)[C:8]([NH:20][CH2:17][CH2:18][CH3:19])=[O:9])[CH:6]=[CH:5][CH:4]=[CH:3][CH:2]=1. Reported procedure: The title compound, light yellow solid, m.p. 90° C. and MS: m/e=254 (M+) was prepared in accordance with the general method of example 1 from diphenylacetyl chloride and propylamine. Reactants: ClC1=C(OC(C(=O)OC)C(=O)OC)C=C(C=C1)OC (dimethyl (2-chloro-5-methoxy-phenoxy)malonate), Cl.C(C)(=N)N (acetamidine hydrochloride). Product: ClC1=C(ON2C(=NC(=CC2=O)O)C)C=C(C=C1)OC ((2-chloro-5-methoxy-phenoxy)-2-methyl-6-hydroxy-4(3H)-pyrimidinone). As a reaction SMILES: [Cl:1][C:2]1[CH:17]=[CH:16][C:15]([O:18][CH3:19])=[CH:14][C:3]=1[O:4]C(C(OC)=O)C(OC)=O.Cl.[C:21]([NH2:24])(=[NH:23])[CH3:22]>>[Cl:1][C:2]1[CH:17]=[CH:16][C:15]([O:18][CH3:19])=[CH:14][C:3]=1[O:4][N:23]1[C:3](=[O:4])[CH:14]=[C:15]([OH:18])[N:24]=[C:21]1[CH3:22] |f:1.2|. Procedure: In analogy to Example 1, paragraph d), dimethyl (2-chloro-5-methoxy-phenoxy)malonate was condensed with acetamidine hydrochloride to give (2-chloro-5-methoxy-phenoxy)-2-methyl-6-hydroxy-4(3H)-pyrimidinone. Therefrom in analogy to Example 1, paragraph e), there was obtained 4,6-dichloro-5-(2-chloro-5-methoxy-phenoxy)-2-methyl-pyrimidine, m.p. 125°-130° C., and therefrom in analogy to Example 1, paragraph f), there was obtained 4-tert-butyl-N-[6-chloro-5-(2-chloro-5-methoxyphenoxy)-2-methyl-pyrimi...